This data is from the Open Reaction Database (ORD), a public repository of structured organic reaction records. The task is: describe an organic reaction: reactants, conditions, products, and yield The solvent is C(C)(=O)O (acetic acid), O (water). Starting materials: Cl.C1N(CCC12CCNCC2)C(=O)OC(C)(C)C (tert-butyl 2,8-diazaspiro[4.5]decane-2-carboxylate hydrochloride), C1(CCCCC1)=O (cyclohexanone), [OH-].[Na+] (sodium hydroxide), resultant solution, [Na] (sodium). Procedure: Under an argon atmosphere, tert-butyl 2,8-diazaspiro[4.5]decane-2-carboxylate hydrochloride (3.2 g) and a 10% acetic acid-anhydrous N,N-dimethylformamide (50 mL) solution of cyclohexanone (1.9 mL) were stirred at room temperature for 4 hours. To the resultant solution, sodium tiacetoxy borohydride (5.2 g) was added. The reaction solution was stirred at room temperature for 15 hours. To the reaction solution, water (100 mL) and an aqueous 1N-sodium hydroxide solution (100 mL) were added. The aque... RXN SMILES: Cl.[CH2:2]1[C:6]2([CH2:11][CH2:10][NH:9][CH2:8][CH2:7]2)[CH2:5][CH2:4][N:3]1[C:12]([O:14][C:15]([CH3:18])([CH3:17])[CH3:16])=[O:13].[C:19]1(=O)[CH2:24][CH2:23][CH2:22][CH2:21][CH2:20]1.[Na].[OH-].[Na+]>O.C(O)(=O)C>[CH:19]1([N:9]2[CH2:8][CH2:7][C:6]3([CH2:2][N:3]([C:12]([O:14][C:15]([CH3:18])([CH3:17])[CH3:16])=[O:13])[CH2:4][CH2:5]3)[CH2:11][CH2:10]2)[CH2:24][CH2:23][CH2:22][CH2:21][CH2:20]1 |f:0.1,4.5,^1:25|. Run at time 15 hour. Yields the product C1(CCCCC1)N1CCC2(CCN(C2)C(=O)OC(C)(C)C)CC1 (tert-butyl 8-cyclohexyl-2,8-diazaspiro[4.5]decane-2-carboxylate).